This data is from the Open Reaction Database (ORD), a public repository of structured organic reaction records. The task is: describe an organic reaction: reactants, conditions, products, and yield Starting materials: C([O-])([O-])=O.[K+].[K+] (Potassium carbonate), IC1=CC=C(C=C1)O (4-iodophenol), C(C)(C)(C)OC(=O)N1CCC(CC1)OS(=O)(=O)C (1-t-butoxycarbonyl-4-methanesulfonyloxypiperidine), [OH-].[Na+] (sodium hydroxide). Run in CN(C=O)C (dimethylformamide). Reaction conditions: temperature 80 celsius, time 24 hour. Product: IC1=CC=C(OC2CCN(CC2)C(=O)OC(C)(C)C)C=C1 (4-(4-iodophenoxy)-1-t-butoxycarbonylpiperidine). RXN SMILES: C(=O)([O-])[O-].[K+].[K+].[I:7][C:8]1[CH:13]=[CH:12][C:11]([OH:14])=[CH:10][CH:9]=1.[C:15]([O:19][C:20]([N:22]1[CH2:27][CH2:26][CH:25](OS(C)(=O)=O)[CH2:24][CH2:23]1)=[O:21])([CH3:18])([CH3:17])[CH3:16].[OH-].[Na+]>CN(C)C=O>[I:7][C:8]1[CH:13]=[CH:12][C:11]([O:14][CH:25]2[CH2:26][CH2:27][N:22]([C:20]([O:19][C:15]([CH3:18])([CH3:17])[CH3:16])=[O:21])[CH2:23][CH2:24]2)=[CH:10][CH:9]=1 |f:0.1.2,5.6|. Procedure details: Potassium carbonate (15 g, 109 mmol) was added to a dimethylformamide (200 mL) solution of 4-iodophenol (8.0 g, 36.4 mmol) and 1-t-butoxycarbonyl-4-methanesulfonyloxypiperidine (13.2 g, 47.3 mmol), and stirred at 80° C. for 24 hours. The reaction mixture was cooled to room temperature, then aqueous 2 N sodium hydroxide solution was added to the reaction mixture, and extracted with diethyl ether. The organic layer was washed with saturated brine, dried with anhydrous sodium sulfate, and concentra... The reactants are CCCCCCCCCCCCCCCCCCOCC(COC1CCCCO1)NC(C)=O, CO, Cl. The product is CCCCCCCCCCCCCCCCCCOCC(CO)NC(C)=O. RXN SMILES: [CH2:1]([CH2:2][CH2:3][CH2:4][CH2:5][CH2:6][CH2:7][CH2:8][CH2:9][CH2:10][CH2:11][CH2:12][CH2:13][CH2:14][CH2:15][CH2:16][CH2:17][CH3:18])[O:19][CH2:20][CH:21]([CH2:22][O:23][CH:24]1[CH2:25][CH2:26][CH2:27][CH2:28][O:29]1)[NH:30][C:31]([CH3:32])=[O:33].[CH3:35][OH:36].[ClH:34]>>[CH2:1]([CH2:2][CH2:3][CH2:4][CH2:5][CH2:6][CH2:7][CH2:8][CH2:9][CH2:10][CH2:11][CH2:12][CH2:13][CH2:14][CH2:15][CH2:16][CH2:17][CH3:18])[O:19][CH2:20][CH:21]([CH2:22][OH:23])[NH:30][C:31]([CH3:32])=[O:33]. The reactants are IC1=CC=C(C=C1)O (4-Iodophenol), Cl (hydrochloride), CN(C)C=O (DMF), C([O-])([O-])=O.[K+].[K+] (potassium carbonate). Yields the product IC1=CC=C(OCCN(C)C)C=C1 ([2-(4-iodophenoxy)ethyl]dimethylamine). As a reaction SMILES: [I:1][C:2]1[CH:7]=[CH:6][C:5]([OH:8])=[CH:4][CH:3]=1.Cl.[C:10](=O)([O-])[O-].[K+].[K+].[CH3:16][N:17]([CH:19]=O)[CH3:18]>>[I:1][C:2]1[CH:7]=[CH:6][C:5]([O:8][CH2:10][CH2:19][N:17]([CH3:18])[CH3:16])=[CH:4][CH:3]=1 |f:2.3.4|. Procedure details: 4-Iodophenol was reacted with 2-chlorodimethylamioethane hydrochloride in DMF under heating in the presence of potassium carbonate to obtain [2-(4-iodophenoxy)ethyl]dimethylamine. The obtained compound was reacted in toluene under heating in the presence of t-butyl piperazine-1-carboxylate, sodium t-butoxide, tri(2-methylphenyl)phosphine and a catalytic amount of tris(dibenzylideneacetone)dipalladium(0) to obtain an objective compound. Yields the product Cc1cn(-c2ccc(N)nc2)cn1. RXN SMILES: [Br:13][c:14]1[cH:15][cH:16][c:17]([NH2:20])[n:18][cH:19]1.[C:1](=[O:2])([O-:3])[O-:4].[CH3:7][c:8]1[n:9][cH:10][nH:11][cH:12]1.[Cs+:5].[Cs+:6].[Cu:21][I:22].[O:23]=[CH:24][N:25]([CH3:26])[CH3:27]>>[CH3:7][c:8]1[n:9][cH:10][n:11](-[c:14]2[cH:15][cH:16][c:17]([NH2:20])[n:18][cH:19]2)[cH:12]1. Starting materials: Nc1ccc(Br)cn1, O=C([O-])[O-], Cc1c[nH]cn1, [Cs+], [Cs+], [Cu]I, CN(C)C=O. Product: ICCCOC1=CC=C2C=CC(N(C2=C1)C)=O (7-(3-iodopropoxy)-1-methyl-1H-quinolin-2-one). The solvent is O (water). Conditions: time 18 hour. The reactants are ClCCCOC1=CC=C2C=CC(N(C2=C1)C)=O (7-(3-Chloropropoxy)-1-methyl-1H-quinolin-2-one), [I-].[Na+] (sodium iodide), C(C)#N (acetonitrile). Reaction SMILES: Cl[CH2:2][CH2:3][CH2:4][O:5][C:6]1[CH:15]=[C:14]2[C:9]([CH:10]=[CH:11][C:12](=[O:17])[N:13]2[CH3:16])=[CH:8][CH:7]=1.[I-:18].[Na+].C(#N)C>O>[I:18][CH2:2][CH2:3][CH2:4][O:5][C:6]1[CH:15]=[C:14]2[C:9]([CH:10]=[CH:11][C:12](=[O:17])[N:13]2[CH3:16])=[CH:8][CH:7]=1 |f:1.2|. Procedure: 7-(3-Chloropropoxy)-1-methyl-1H-quinolin-2-one(2.5 g) and sodium iodide(3.0 g) were added to 30 ml of acetonitrile. The mixture was stirred for 18 hours while heated under reflux. After cooled to room temperature, water was added to the reaction mixture, followed by extraction using dichloromethane. The organic layer was dried with sodium sulfate and was condensed under reduced pressure to give the title compound(2.4 g) as a pale brown powder. Isolated yield 70.4%. The reactants are [N+](=O)(O)[O-] (Nitric acid), [OH-].[Rh+3].[OH-].[OH-] (rhodium hydroxide), [OH-] (hydroxide). Yields the product [N+](=O)([O-])[O-].[Rh+3].[N+](=O)([O-])[O-].[N+](=O)([O-])[O-] (rhodium nitrate). Procedure: Nitric acid is then added to the separated rhodium hydroxide to dissolve the hydroxide to form a rhodium nitrate solution. Reaction SMILES: [N+:1]([O-:4])([OH:3])=[O:2].[OH-].[Rh+3:6].[OH-].[OH-].[OH-]>>[N+:1]([O-:4])([O-:3])=[O:2].[Rh+3:6].[N+:1]([O-:4])([O-:3])=[O:2].[N+:1]([O-:4])([O-:3])=[O:2] |f:1.2.3.4,6.7.8.9|. Reactants: C1CCOC1, Fc1cccc(CSc2nc(Cl)cc(Cl)n2)c1F, [H-], [Na+], O, CC(C)(C)OC(=O)N1CC(O)CO1. Product: CC(C)(C)OC(=O)N1CC(Oc2cc(Cl)nc(SCc3cccc(F)c3F)n2)CO1. Reaction SMILES: [CH2:35]1[O:36][CH2:37][CH2:38][CH2:39]1.[Cl:1][c:2]1[n:3][c:4]([S:9][CH2:10][c:11]2[c:12]([F:18])[c:13]([F:17])[cH:14][cH:15][cH:16]2)[n:5][c:6]([Cl:8])[cH:7]1.[H-:32].[Na+:33].[OH2:34].[OH:19][CH:20]1[CH2:21][N:22]([C:25](=[O:26])[O:27][C:28]([CH3:29])([CH3:30])[CH3:31])[O:23][CH2:24]1>>[c:2]1([O:19][CH:20]2[CH2:21][N:22]([C:25](=[O:26])[O:27][C:28]([CH3:29])([CH3:30])[CH3:31])[O:23][CH2:24]2)[n:3][c:4]([S:9][CH2:10][c:11]2[c:12]([F:18])[c:13]([F:17])[cH:14][cH:15][cH:16]2)[n:5][c:6]([Cl:8])[cH:7]1. Reactants: COc1ccccc1N, CN1CCNCC1, O=[N+]([O-])c1cc(S(=O)(=O)Cl)ccc1Cl, COc1ccccc1NS(=O)(=O)c1ccc(Cl)c([N+](=O)[O-])c1, ClCCl, c1ccncc1. RXN SMILES: [CH3:15][O:16][c:17]1[cH:18][cH:19][cH:20][cH:21][c:22]1[NH2:23].[CH3:46][N:47]1[CH2:48][CH2:49][NH:50][CH2:51][CH2:52]1.[Cl:1][c:2]1[cH:3][cH:4][c:5]([S:6]([Cl:7])(=[O:8])=[O:9])[cH:10][c:11]1[N+:12]([O-:13])=[O:14].[Cl:24][c:25]1[c:26]([N+:43](=[O:44])[O-:45])[cH:27][c:28]([S:31](=[O:32])(=[O:33])[NH:34][c:35]2[c:36]([O:41][CH3:42])[cH:37][cH:38][cH:39][cH:40]2)[cH:29][cH:30]1.[Cl:53][CH2:54][Cl:55].[cH:56]1[cH:57][cH:58][n:59][cH:60][cH:61]1>>[c:25]1([N:50]2[CH2:49][CH2:48][N:47]([CH3:46])[CH2:52][CH2:51]2)[c:26]([N+:43](=[O:44])[O-:45])[cH:27][c:28]([S:31](=[O:32])(=[O:33])[NH:34][c:35]2[c:36]([O:41][CH3:42])[cH:37][cH:38][cH:39][cH:40]2)[cH:29][cH:30]1. The product is COc1ccccc1NS(=O)(=O)c1ccc(N2CCN(C)CC2)c([N+](=O)[O-])c1.